Dataset: the Open Reaction Database (ORD), a public repository of structured organic reaction records. Task: describe an organic reaction: reactants, conditions, products, and yield Reactants: C(O)([O-])=O.[Na+] (sodium hydrogen carbonate), C(C)OC(=O)C1=COC2=C1C=CC(=C2)OC (6-Methoxy-benzofuran-3-carboxylic acid ethyl ester), solution, B(Br)(Br)Br (BBr3). Run in ClCCl (dichloromethane), ClCCl (dichloromethane). Run at temperature 0 celsius, time 2 hour. Product: C(C)OC(=O)C1=COC2=C1C=CC(=C2)O (6-Hydroxy-benzofuran-3-carboxylic acid ethyl ester). As a reaction SMILES: [CH2:1]([O:3][C:4]([C:6]1[C:10]2[CH:11]=[CH:12][C:13]([O:15]C)=[CH:14][C:9]=2[O:8][CH:7]=1)=[O:5])[CH3:2].B(Br)(Br)Br.C(=O)([O-])O.[Na+]>ClCCl>[CH2:1]([O:3][C:4]([C:6]1[C:10]2[CH:11]=[CH:12][C:13]([OH:15])=[CH:14][C:9]=2[O:8][CH:7]=1)=[O:5])[CH3:2] |f:2.3|. Reported procedure: 6-Methoxy-benzofuran-3-carboxylic acid ethyl ester (25) (9.3 g, 42 mmol) is dissolved in 80 ml of dichloromethane and cooled to 0° C. 1M solution of BBr3 in dichloromethane (84.5 ml, 84.5 mmol) is added and the mixture is stirred at rt for 2 h. The mixture is poured on ice water and neutralized with sodium hydrogen carbonate. The organic layer is dried over sodium D sulfate, filtrated and evaporated under reduced pressure. Reactants: CS(=O)(=O)Cl (methanesulfonyl chloride), N(=[N+]=[N-])[C@@H]1CC[C@H](CC1)C=1NC2=C(N1)C=CC(=C2)C2=CC=CC=C2 (2-(trans-4-azidocyclohexyl)-5-phenylbenzimidazole), C1(=CC=CC=C1)P(C1=CC=CC=C1)C1=CC=CC=C1 (triphenylphosphine), N(=[N+]=[N-])[C@@H]1CC[C@H](CC1)C(=O)O (trans-4-azidocyclohexanecarboxylic acid), C1(=CC=CC=C1)C1=CC(=C(C=C1)N)N (4-phenyl-1,2-phenylenediamine), N (ammonia). Run in O (water), C1CCOC1 (THF), C(C)N(CC)CC (triethylamine). Reaction conditions: time 1 hour. Product: CS(=O)(=O)N[C@@H]1CC[C@H](CC1)C=1NC2=C(N1)C=CC(=C2)C2=CC=CC=C2 (2-(trans-4-methylsulfonylaminocyclohexyl)-5-phenylbenzimidazole). As a reaction SMILES: [N:1]([C@H:4]1[CH2:9][CH2:8][C@H:7]([C:10]2[NH:11][C:12]3[CH:18]=[C:17]([C:19]4[CH:24]=[CH:23][CH:22]=[CH:21][CH:20]=4)[CH:16]=[CH:15][C:13]=3[N:14]=2)[CH2:6][CH2:5]1)=[N+]=[N-].N([C@H]1CC[C@H](C(O)=O)CC1)=[N+]=[N-].C1(C2C=CC(N)=C(N)C=2)C=CC=CC=1.C1(P(C2C=CC=CC=2)C2C=CC=CC=2)C=CC=CC=1.[CH3:70][S:71](Cl)(=[O:73])=[O:72].N>C(N(CC)CC)C.O.C1COCC1>[CH3:70][S:71]([NH:1][C@H:4]1[CH2:9][CH2:8][C@H:7]([C:10]2[NH:11][C:12]3[CH:18]=[C:17]([C:19]4[CH:24]=[CH:23][CH:22]=[CH:21][CH:20]=4)[CH:16]=[CH:15][C:13]=3[N:14]=2)[CH2:6][CH2:5]1)(=[O:73])=[O:72]. Procedure: To a solution in a solvent mixture of THF (4.0 mL) and water (1.0 mL) of 2-(trans-4-azidocyclohexyl)-5-phenylbenzimidazole (73.1 mg) as prepared by reacting trans-4-azidocyclohexanecarboxylic acid with 4-phenyl-1,2-phenylenediamine under the same conditions as described in Example 1-3) was added triphenylphosphine (72.0 mg), followed by stirring at room temperature for 1 hr. A portion of the reaction solution was admixed with methanesulfonyl chloride and triethylamine, followed by stirring at th... The reactants are Cl.Cl.CN1N=CC(=C1C)[C@@H](C)N ((R)-1-(1,5-dimethyl-1H-pyrazol-4-yl)ethanamine dihydrochloride), C(C)(=O)C=1C=NN(C1C)CC(=O)OC (methyl 2-(4-acetyl-5-methyl-1H-pyrazol-1-yl)acetate). Product: Cl.Cl.NC(C)C=1C=NN(C1C)CC(=O)OC (Methyl 2-(4-(1-aminoethyl)-5-methyl-1H-pyrazol-1-yl)acetate Dihydrochloride). Isolated yield 6.6%. As a reaction SMILES: [ClH:1].Cl.[CH3:3][N:4]1[C:8]([CH3:9])=[C:7]([C@H:10]([NH2:12])[CH3:11])[CH:6]=[N:5]1.C(C1C=NN(C[C:23]([O:25][CH3:26])=[O:24])C=1C)(=O)C>>[ClH:1].[ClH:1].[NH2:12][CH:10]([C:7]1[CH:6]=[N:5][N:4]([CH2:3][C:23]([O:25][CH3:26])=[O:24])[C:8]=1[CH3:9])[CH3:11] |f:0.1.2,4.5.6|. Procedure details: The title compound was prepared in 6.6% yield by the process as described for (R)-1-(1,5-dimethyl-1H-pyrazol-4-yl)ethanamine dihydrochloride (Amine 2) using methyl 2-(4-acetyl-5-methyl-1H-pyrazol-1-yl)acetate (Step A8A) as a starting material. 1H NMR (300 MHz, DMSO-d5) δ 1.48 (3H, d, J=6.0 Hz), 2.22 (3H, s), 3.69 (3H, s), 4.29-4.33 (1H, m), 5.05 (2H, s), 7.59 (1H, s), 8.26 (3H, brs). Procedure details: To 7.6 g of 1-ethoxycarbonyl-4-[2-chloro-2-(4-fluorophenyl)ethyl]piperazine hydrochloride were poured 5 ml of 25% aqueous ammonia solution and water and, after extraction with ether, the organic layer was dried over anhydrous sodium sulfate. After removal of the drying agent by filtration, the filtrate was concentrated under reduced pressure. The residue was dissolved in 20 ml of benzene, and 5.4 ml of 1-methylpiperazine was added, followed by heating at 65° C. for 3.5 hours. To the reaction sol... Product: C(C)OC(=O)N1CCN(CC1)CC(N1CCN(CC1)C)C1=CC=C(C=C1)F (1-ethoxycarbonyl-4-[2-(4-fluorophenyl)-2-(4-methylpiperazino)ethyl]piperazine). Run at temperature 65 celsius. RXN SMILES: Cl.[CH2:2]([O:4][C:5]([N:7]1[CH2:12][CH2:11][N:10]([CH2:13][CH:14](Cl)[C:15]2[CH:20]=[CH:19][C:18]([F:21])=[CH:17][CH:16]=2)[CH2:9][CH2:8]1)=[O:6])[CH3:3].[NH3:23]>O>[CH2:2]([O:4][C:5]([N:7]1[CH2:12][CH2:11][N:10]([CH2:13][CH:14]([C:15]2[CH:20]=[CH:19][C:18]([F:21])=[CH:17][CH:16]=2)[N:23]2[CH2:11][CH2:12][N:7]([CH3:5])[CH2:8][CH2:9]2)[CH2:9][CH2:8]1)=[O:6])[CH3:3] |f:0.1|. Run in O (water). The reactants are Cl.C(C)OC(=O)N1CCN(CC1)CC(C1=CC=C(C=C1)F)Cl (1-ethoxycarbonyl-4-[2-chloro-2-(4-fluorophenyl)ethyl]piperazine hydrochloride), N (ammonia). Reactants: COC1=C(C=C(C=C1)OC)C(C1=C(N=C2N1C=CC=C2)CN(C(=O)C2=C(C(=C(C=C2)OC)OC)Cl)CCC(C)C)O (N-({3-[(2,5-dimethoxyphenyl) hydroxymethyl](imidazolo[1,2-a]pyridin-2-yl)}methyl)(2-chloro-3,4-dimethoxyphenyl)-N-(3-methylbutyl)carboxamide), C(C)[SiH](CC)CC (triethylsilane), FC(C(=O)O)(F)F (trifluoroacetic acid). Solvent: ClCCl (dichloromethane), C(=O)(O)[O-].[Na+] (NaHCO3). Reaction conditions: temperature 60 celsius. Yields the product COC1=C(C=C(C=C1)OC)CC1=C(N=C2N1C=CC=C2)CN(C(=O)C2=C(C(=C(C=C2)OC)OC)Cl)CCC(C)C (N-({3-[(2,5-dimethoxyphenyl)methyl](imidazolo[1,2-a]pyridin-2-yl)}methyl)(2-chloro-3,4-dimethoxyphenyl)-N-(3-methylbutyl)carboxamide). Isolated yield 58.3%. Reaction SMILES: [CH3:1][O:2][C:3]1[CH:8]=[CH:7][C:6]([O:9][CH3:10])=[CH:5][C:4]=1[CH:11](O)[C:12]1[N:16]2[CH:17]=[CH:18][CH:19]=[CH:20][C:15]2=[N:14][C:13]=1[CH2:21][N:22]([CH2:36][CH2:37][CH:38]([CH3:40])[CH3:39])[C:23]([C:25]1[CH:30]=[CH:29][C:28]([O:31][CH3:32])=[C:27]([O:33][CH3:34])[C:26]=1[Cl:35])=[O:24].C([SiH](CC)CC)C.FC(F)(F)C(O)=O>ClCCl.C([O-])(O)=O.[Na+]>[CH3:1][O:2][C:3]1[CH:8]=[CH:7][C:6]([O:9][CH3:10])=[CH:5][C:4]=1[CH2:11][C:12]1[N:16]2[CH:17]=[CH:18][CH:19]=[CH:20][C:15]2=[N:14][C:13]=1[CH2:21][N:22]([CH2:36][CH2:37][CH:38]([CH3:40])[CH3:39])[C:23]([C:25]1[CH:30]=[CH:29][C:28]([O:31][CH3:32])=[C:27]([O:33][CH3:34])[C:26]=1[Cl:35])=[O:24] |f:4.5|. Procedure details: A solution of 58 mg (0.1 mmol) of N-({3-[(2,5-dimethoxyphenyl) hydroxymethyl](imidazolo[1,2-a]pyridin-2-yl)}methyl)(2-chloro-3,4-dimethoxyphenyl)-N-(3-methylbutyl)carboxamide in 5 mL dichloromethane is treated with 116 mg (1.0 mmol) triethylsilane and 114 mg (1.0 mmol) trifluoroacetic acid. The solution is heated in a sealed tube at 60° C. for 18 hr and diluted with 15 mL sat. NaHCO3 and extracted with 3×10 mL dichloromethane. The combined organics are washed with 10 mL water and 10 mL brine. Th...